Dataset: the Open Reaction Database (ORD), a public repository of structured organic reaction records. Task: describe an organic reaction: reactants, conditions, products, and yield The reactants are C(C)(C)(C)OC(=O)C1=NC=C(C=C1[N+](=O)[O-])C(F)F (5-difluoromethyl-3-nitro-pyridine-2-carboxylic acid tert-butyl ester), C1(=CC=CC=C1)C (Toluene). Run in C(Cl)Cl (DCM), C(=O)(C(F)(F)F)O (TFA). Conditions: time 4 hour. The product is FC(C=1C=C(C(=NC1)C(=O)O)[N+](=O)[O-])F (5-Difluoromethyl-3-nitro-pyridine-2-carboxylic acid). Reaction SMILES: C([O:5][C:6]([C:8]1[C:13]([N+:14]([O-:16])=[O:15])=[CH:12][C:11]([CH:17]([F:19])[F:18])=[CH:10][N:9]=1)=[O:7])(C)(C)C.C1(C)C=CC=CC=1>C(Cl)Cl.C(O)(C(F)(F)F)=O>[F:19][CH:17]([F:18])[C:11]1[CH:12]=[C:13]([N+:14]([O-:16])=[O:15])[C:8]([C:6]([OH:7])=[O:5])=[N:9][CH:10]=1. Procedure details: In a mixture of 5 ml DCM and 2.5 ml TFA was dissolved 345 mg (1.26 mmol) 5-difluoromethyl-3-nitro-pyridine-2-carboxylic acid tert-butyl ester and the reaction mixture was stirred for 4 h. Toluene was added and the solvents were evaporated to provide the title compound as colorless solid. Reactants: O (Water), C[Si](C)(C)[N-][Si](C)(C)C.[Li+] (lithium bis(trimethylsilyl)amide), C(C(C)C)#N (isobutyronitrile), FC1=C(CBr)C(=CC=C1F)F (2,3,6-trifluorobenzyl bromide). The solvent is C1CCOC1 (THF). Run at time 25 minute. Yields the product CC(C#N)(CC1=C(C(=CC=C1F)F)F)C (2,2-dimethyl-3-(2,3,6-trifluorophenyl)propanenitrile). Reaction SMILES: C[Si]([N-][Si](C)(C)C)(C)C.[Li+].[C:11](#[N:15])[CH:12]([CH3:14])[CH3:13].[F:16][C:17]1[C:24]([F:25])=[CH:23][CH:22]=[C:21]([F:26])[C:18]=1[CH2:19]Br.O>C1COCC1>[CH3:13][C:12]([CH3:14])([CH2:19][C:18]1[C:21]([F:26])=[CH:22][CH:23]=[C:24]([F:25])[C:17]=1[F:16])[C:11]#[N:15] |f:0.1|. Procedure: A solution of lithium bis(trimethylsilyl)amide (LiHMDS) (1M in THF, 26.6 mL, 26.6 mmol) was added to a solution of isobutyronitrile (2.4 mL, 26.6 mmol) in THF at −78° C. and stirred for 25 minutes. 2,3,6-trifluorobenzyl bromide (2.3 mL, 17.8 mmol) was added and the reaction was warmed to room temperature and stirred for 1.5 h. Water was added to quench the reaction and it was extracted with ethyl acetate. The combined organic layers were dried over sodium sulfate, filtered and concentrated in va... Reactants: Cl.COC([C@H](N)C(C)(C)S)=O (D-penicillamine methyl ester hydrochloride), C1CCC2=NCCCN2CC1 (DBU), CI (methyl iodide). The solvent is CN(C)C=O (DMF). Reaction conditions: time 1 hour. Product: COC([C@H](N)C(C)(C)SC)=O (S-methyl-D-penicillamine methyl ester). Yield: 81.0%. Reaction SMILES: Cl.[CH3:2][O:3][C:4](=[O:11])[C@@H:5]([C:7]([SH:10])([CH3:9])[CH3:8])[NH2:6].[CH2:12]1CCN2C(=NCCC2)CC1.CI>CN(C=O)C>[CH3:2][O:3][C:4](=[O:11])[C@@H:5]([C:7]([S:10][CH3:12])([CH3:9])[CH3:8])[NH2:6] |f:0.1|. Procedure: To a 0° C. solution of D-penicillamine methyl ester hydrochloride (0.250 g., 1.25 mmoles) in DMF (4 mL) was added DBU (0.382 ml., 2.56 mmoles), followed by methyl iodide (0.081 ml., 1.31 mmoles). After 1 hour, the solution was partitioned between brine and ethyl acetate, and the organic layer was dried over sodium sulfate and concentrated. The residue was purified on silica, eluting with 6% methanol in dichloromethane to give S-methyl-D-penicillamine methyl ester as a colorless oil in 81% yield:... Reactants: CC(=O)O, CCOC(C)=O, CC(C)=O, c1ccc2c(c1)c(-c1ccc(C3OCCCO3)o1)nn2Cc1ccncc1, O. The product is O=Cc1ccc(-c2nn(Cc3ccncc3)c3ccccc23)o1. Reaction SMILES: [CH3:28][C:29](=[O:30])[OH:31].[CH3:33][CH2:34][O:35][C:36](=[O:37])[CH3:38].[CH3:39][C:40](=[O:41])[CH3:42].[O:1]1[CH:2]([c:7]2[cH:8][cH:9][c:10](-[c:12]3[n:13][n:14]([CH2:21][c:22]4[cH:23][cH:24][n:25][cH:26][cH:27]4)[c:15]4[cH:16][cH:17][cH:18][cH:19][c:20]34)[o:11]2)[O:6][CH2:5][CH2:4][CH2:3]1.[OH2:32]>>[O:1]=[CH:2][c:7]1[cH:8][cH:9][c:10](-[c:12]2[n:13][n:14]([CH2:21][c:22]3[cH:23][cH:24][n:25][cH:26][cH:27]3)[c:15]3[cH:16][cH:17][cH:18][cH:19][c:20]23)[o:11]1. Starting materials: C(C)OC(=O)C=1C2=C(N(C1)C(=O)OC(C)(C)C)CCCCC2=O (4-oxo-5,6,7,8-tetrahydro-4H-cyclohepta[b]pyrrole-1,3-dicarboxylic acid 1-tert-butyl ester 3-ethyl ester), CN(C)C(N(C)C)N(C)C (tris(dimethylamino)methane), Cl.NO (hydroxylamine hydrochloride). RXN SMILES: [CH2:1]([O:3][C:4]([C:6]1[C:7]2[C:22](=[O:23])[CH2:21][CH2:20][CH2:19][CH2:18][C:8]=2[N:9](C(OC(C)(C)C)=O)[CH:10]=1)=[O:5])[CH3:2].[CH3:24][N:25](C(N(C)C)N(C)C)C.Cl.NO>CCO>[CH2:1]([O:3][C:4]([C:6]1[C:7]2[C:22]3[O:23][N:25]=[CH:24][C:21]=3[CH2:20][CH2:19][CH2:18][C:8]=2[NH:9][CH:10]=1)=[O:5])[CH3:2] |f:2.3|. Run in CCO (EtOH). Yields the product C(C)OC(=O)C1=CNC=2CCCC3=C(C12)ON=C3 (4,5,6,7-tetrahydro-1-oxa-2,7-diaza-cyclopenta[e]azulene-9-carboxylic acid ethyl ester). The yield is 76.0%. Conditions: temperature 60 celsius. Procedure details: In a sealed tube, 4-oxo-5,6,7,8-tetrahydro-4H-cyclohepta[b]pyrrole-1,3-dicarboxylic acid 1-tert-butyl ester 3-ethyl ester (2.6 mmol) and tris(dimethylamino)methane (5.2 mmol) are combined and heated at 60° C. for 3 hours. After cooling to RT the volatile material is removed in vacuo. To the residue were added hydroxylamine hydrochloride (7.8 mmol) and 7 mL EtOH. The mixture is heated at 100° C. for 16 hours. The solvent is evaporated in vacuo and the residue is taken up in CH2Cl2 and washed two ... Reactants: O=C([O-])O, CCCc1ccc(=O)[nH]n1, [Na+], [Na+], [OH-], O, O=P(Cl)(Cl)Cl. Product: CCCc1ccc(Cl)nn1. RXN SMILES: [C:18](=[O:19])([O-:20])[OH:21].[CH2:6]([CH2:7][CH3:8])[c:9]1[cH:10][cH:11][c:12](=[O:15])[nH:13][n:14]1.[Na+:17].[Na+:22].[OH-:16].[OH2:23].[P:1]([Cl:2])([Cl:3])([Cl:4])=[O:5]>>[Cl:3][c:12]1[cH:11][cH:10][c:9]([CH2:6][CH2:7][CH3:8])[n:14][n:13]1.